This data is from the Open Reaction Database (ORD), a public repository of structured organic reaction records. The task is: describe an organic reaction: reactants, conditions, products, and yield Starting materials: ClC=1C=CC(=C(C1)C1=C(C=NN1COCC[Si](C)(C)C)N)OC(F)F (5-(5-chloro-2-difluoromethoxyphenyl)-1-(2-trimethylsilanyl-ethoxymethyl)-1H-pyrazol-4-ylamine), ice water, N1=CC(=C2N1C=CC=N2)C(=O)Cl (pyrazolo[1,5-a]pyrimidine-3-carbonyl chloride), CCN(C(C)C)C(C)C (DIPEA). Solvent: C1CCOC1 (THF), C1CCOC1 (THF). Conditions: time 1 hour. The product is ClC=1C=CC(=C(C1)C1=C(C=NN1COCC[Si](C)(C)C)NC(=O)C=1C=NN2C1N=CC=C2)OC(F)F (pyrazolo[1,5-a]pyrimidine-3-carboxylic acid [5-(5-chloro-2-difluoromethoxyphenyl)-1-(2-trimethylsilanylethoxymethyl)-1H-pyrazol-4-yl]amide). Isolated yield 72.3%. Reaction SMILES: [Cl:1][C:2]1[CH:3]=[CH:4][C:5]([O:22][CH:23]([F:25])[F:24])=[C:6]([C:8]2[N:12]([CH2:13][O:14][CH2:15][CH2:16][Si:17]([CH3:20])([CH3:19])[CH3:18])[N:11]=[CH:10][C:9]=2[NH2:21])[CH:7]=1.[N:26]1[N:30]2[CH:31]=[CH:32][CH:33]=[N:34][C:29]2=[C:28]([C:35](Cl)=[O:36])[CH:27]=1.CCN(C(C)C)C(C)C>C1COCC1>[Cl:1][C:2]1[CH:3]=[CH:4][C:5]([O:22][CH:23]([F:24])[F:25])=[C:6]([C:8]2[N:12]([CH2:13][O:14][CH2:15][CH2:16][Si:17]([CH3:20])([CH3:18])[CH3:19])[N:11]=[CH:10][C:9]=2[NH:21][C:35]([C:28]2[CH:27]=[N:26][N:30]3[CH:31]=[CH:32][CH:33]=[N:34][C:29]=23)=[O:36])[CH:7]=1. Procedure details: A solution of 5-(5-chloro-2-difluoromethoxyphenyl)-1-(2-trimethylsilanyl-ethoxymethyl)-1H-pyrazol-4-ylamine (60.0 g, 154 mmol) in THF (100 mL) was added dropwise over 30 minutes to an ice/water cooled mixture of pyrazolo[1,5-a]pyrimidine-3-carbonyl chloride (27.8 g, 153 mmol), and DIPEA (49.5 g, 383 mmol) in THF (300 mL). On complete addition the mixture was left to stir at room temperature for 1 hour. The solvent was evaporated and the residue diluted with 0.5 N aqueous HCl and extracted with e... Reactants: C(C)(C)(C)OC(=O)N1CCC(CC1)CN (4-aminomethyl-piperidine-1-carboxylic acid tert-butyl ester), C(C1=CC=CC=C1)(=O)N=C=S (benzoyl isothiocyanate), C([O-])([O-])=O.[K+].[K+] (potassium carbonate), COC(N(C)C)OC (N,N-dimethylformamide dimethyl acetal). Run in C1CCOC1 (THF), O (water). Conditions: time 1 hour. Product: C(C)(C)(C)OC(=O)N1CCC(CC1)CNC(=S)N=CN(C)C (4-(3-Dimethylaminomethylene-thioureidomethyl)-piperidine-1-carboxylic acid tert-butyl ester). The yield is 79.2%. RXN SMILES: [C:1]([O:5][C:6]([N:8]1[CH2:13][CH2:12][CH:11]([CH2:14][NH2:15])[CH2:10][CH2:9]1)=[O:7])([CH3:4])([CH3:3])[CH3:2].[C:16]([N:24]=[C:25]=[S:26])(=O)C1C=CC=CC=1.C(=O)([O-])[O-].[K+].[K+].CO[CH:35](OC)[N:36](C)[CH3:37]>C1COCC1.O>[C:1]([O:5][C:6]([N:8]1[CH2:13][CH2:12][CH:11]([CH2:14][NH:15][C:25]([N:24]=[CH:16][N:36]([CH3:37])[CH3:35])=[S:26])[CH2:10][CH2:9]1)=[O:7])([CH3:4])([CH3:3])[CH3:2] |f:2.3.4|. Procedure: A solution of 17.7 g (82.6 mmol) 4-aminomethyl-piperidine-1-carboxylic acid tert-butyl ester (commercially available) in 150 ml THF was treated with 11.1 ml (82.6 mmol) benzoyl isothiocyanate and stirred for 1 h at room temperature. After evaporation of the solvents the residue was taken up in 100 ml MeOH and treated with 34.2 g (248 mmol) potassium carbonate in 100 ml water. After stirring the mixture for 16 h at room temperature all volatiles were removed and the residue extracted with ethyl a...